This data is from the Open Reaction Database (ORD), a public repository of structured organic reaction records. The task is: describe an organic reaction: reactants, conditions, products, and yield Reactants: ClC1=C(N)C=CC=C1 (2-chloroaniline), ClC1=CC(OC2=C(C(=CC=C12)OC)OC1CCCC1)=O (4-chloro-8-(cyclopentyloxy)-7-methoxy-2H-chromen-2-one). The product is ClC1=C(C=CC=C1)NC1=CC(OC2=C(C(=CC=C12)OC)OC1CCCC1)=O (4-(2-Chlorophenylamino)-8-(cyclopentyloxy)-7-methoxy-2H-chromen-2-one). Reaction SMILES: [Cl:1][C:2]1[CH:8]=[CH:7][CH:6]=[CH:5][C:3]=1[NH2:4].Cl[C:10]1[C:19]2[C:14](=[C:15]([O:22][CH:23]3[CH2:27][CH2:26][CH2:25][CH2:24]3)[C:16]([O:20][CH3:21])=[CH:17][CH:18]=2)[O:13][C:12](=[O:28])[CH:11]=1>>[Cl:1][C:2]1[CH:8]=[CH:7][CH:6]=[CH:5][C:3]=1[NH:4][C:10]1[C:19]2[C:14](=[C:15]([O:22][CH:23]3[CH2:27][CH2:26][CH2:25][CH2:24]3)[C:16]([O:20][CH3:21])=[CH:17][CH:18]=2)[O:13][C:12](=[O:28])[CH:11]=1. Reported procedure: The title compound was prepared from 2-chloroaniline and 4-chloro-8-(cyclopentyloxy)-7-methoxy-2H-chromen-2-one following the procedure outlined in Example 16. 1H NMR (400 MHz, DMSO-d6): δ 9.28 (s, 1H), 7.93 (d, 1H), 7.66 (d, 1H), 7.51-7.40 (m, 3H), 7.15 (d, 1H), 4.83 (m, 1H), 4.50 (s, 1H), 3.90 (s, 3H), 1.90-1.45 (m, 8H); MS (ESI): 385.9. Reactants: [H-].[Al+3].[Li+].[H-].[H-].[H-] (lithium aluminum hydride), O (water), CC=1SC(=CN1)CCC(=O)OC (methyl 2-methyl-5-thiazolepropanoate). Solvent: O1CCCC1 (tetrahydrofuran), O1CCCC1 (Tetrahydrofuran), O1CCCC1 (tetrahydrofuran). Reaction conditions: time 30 minute. Product: CC=1SC(=CN1)CCCO (2-methyl-5-thiazole-propanol). Yield: 69.2%. Reaction SMILES: [CH3:1][C:2]1[S:3][C:4]([CH2:7][CH2:8][C:9](OC)=[O:10])=[CH:5][N:6]=1.[H-].[Al+3].[Li+].[H-].[H-].[H-].O>O1CCCC1>[CH3:1][C:2]1[S:3][C:4]([CH2:7][CH2:8][CH2:9][OH:10])=[CH:5][N:6]=1 |f:1.2.3.4.5.6|. Procedure details: A solution of 10.9 g of methyl 2-methyl-5-thiazolepropanoate in 70 ml of tetrahydrofuran was slowly added with stirring at 10° to 15° C. to a mixture of 3.42 g of lithium aluminum hydride in 125 ml of tetrahydrofuran and the mixture was stirred for about 30 minutes. Tetrahydrofuran containing 20% of water was slowly added to the mixture which was then filtered. The residue was washed with ethyl acetate; the filtrate was dried over magnesium sulfate and evaporated to dryness to obtain 8.4 g of ra... Starting materials: [N+](=O)([O-])C=1C=C(C=CC(=O)O)C=CC1 (3-nitrocinnamic acid), [H][H] (hydrogen). Reagents/catalysts: [Pd] (palladium on carbon). Solvent: C(C)(=O)O (acetic acid), CO (methanol). Yields the product NC=1C=C(C=CC1)CCC(=O)O (3-aminobenzenepropanoic acid). Reaction SMILES: [N+:1]([C:4]1[CH:5]=[C:6]([CH:12]=[CH:13][CH:14]=1)[CH:7]=[CH:8][C:9]([OH:11])=[O:10])([O-])=O.[H][H]>C(O)(=O)C.CO.[Pd]>[NH2:1][C:4]1[CH:5]=[C:6]([CH2:7][CH2:8][C:9]([OH:11])=[O:10])[CH:12]=[CH:13][CH:14]=1. Procedure: A suspension of 100 g (0.52 moles) of 3-nitrocinnamic acid in 800 ml glacial acetic acid and 100 ml of methanol was hydrogenated at 50 pounds per square inch over 2.5 g 10% palladium on carbon until four equivalents of hydrogen were absorbed. The catalyst was filtered off, the filtrates combined and the solvent was concentrated in vacuo leaving a brown glass of 3-aminobenzenepropanoic acid. To this was added 1 liter of ethanolic hydrochloric acid which was brought to reflux for five hours. The s... Reactants: ClC1=CC=C(C=C1)C1=NC(=CC(=C1F)NC1=CC=C(C=C1)OC)C(OCC)OCC (2-(4-chlorophenyl)-6-(diethoxymethyl)-3-fluoro-N-(4-methoxyphenyl)pyridin-4-amine), ClN1C(N(C(C1(C)C)=O)Cl)=O (1,3-dichloro-5,5-dimethylimidazolidine-2,4-dione). The solvent is C(C)#N.O (acetonitrile water). Yields the product ClC=1C(=NC(=C(C1N=C1C=CC(C=C1)=O)F)C1=CC=C(C=C1)Cl)C(OCC)OCC (4-((3-chloro-6-(4-chlorophenyl)-2-(diethoxymethyl)-5-fluoropyridin-4-yl)imino)cyclohexa-2,5-dienone). RXN SMILES: [Cl:1][C:2]1[CH:7]=[CH:6][C:5]([C:8]2[C:13]([F:14])=[C:12]([NH:15][C:16]3[CH:21]=[CH:20][C:19]([O:22]C)=[CH:18][CH:17]=3)[CH:11]=[C:10]([CH:24]([O:28][CH2:29][CH3:30])[O:25][CH2:26][CH3:27])[N:9]=2)=[CH:4][CH:3]=1.[Cl:31]N1C(C)(C)C(=O)N(Cl)C1=O>C(#N)C.O>[Cl:31][C:11]1[C:10]([CH:24]([O:28][CH2:29][CH3:30])[O:25][CH2:26][CH3:27])=[N:9][C:8]([C:5]2[CH:6]=[CH:7][C:2]([Cl:1])=[CH:3][CH:4]=2)=[C:13]([F:14])[C:12]=1[N:15]=[C:16]1[CH:21]=[CH:20][C:19](=[O:22])[CH:18]=[CH:17]1 |f:2.3|. Procedure: In a typical reaction, crude 2-(4-chlorophenyl)-6-(diethoxymethyl)-3-fluoro-N-(4-methoxyphenyl)pyridin-4-amine is treated with two equivalents of 1,3-dichloro-5,5-dimethylimidazolidine-2,4-dione in an acetonitrile/water mixture. The mixture is stirred at ambient temperature until the reaction is complete. The solid product is collected by filtration, washed with additional acetonitrile/water mixture and dried, providing crude 4-((3-chloro-6-(4-chlorophenyl)-2-(diethoxymethyl)-5-fluoropyridin-4-y... Starting materials: CC[O-].[Na+] (NaOEt), Cl (HCl), C(CC(=O)OCC)(=O)OCC (diethyl malonate), C(C)N1C(OC(C2=C1N=C(N=C2)C2=CC=CC=C2)=O)=O (1-ethyl-7-phenyl-2H-pyrimido[4,5-d][1,3]oxazine-2,4(1H)-dione). Solvent: CN(C=O)C (Dimethylformamide). Yields the product C(C)OC(=O)C1=C(C2=C(N=C(N=C2)C2=CC=CC=C2)N(C1=O)CC)O (8-Ethyl-7,8-dihydro-5-hydroxy-7-oxo-2-phenylpyrido[2,3-d]pyrimidine-6-carboxylic acid ethyl ester). RXN SMILES: CC[O-].[Na+].[C:5]([O:13]CC)(=O)[CH2:6][C:7]([O:9][CH2:10][CH3:11])=[O:8].[CH2:16]([N:18]1[C:23]2[N:24]=[C:25]([C:28]3[CH:33]=[CH:32][CH:31]=[CH:30][CH:29]=3)[N:26]=[CH:27][C:22]=2[C:21](=O)[O:20]C1=O)[CH3:17].Cl>CN(C)C=O>[CH2:10]([O:9][C:7]([C:6]1[C:5](=[O:13])[N:18]([CH2:16][CH3:17])[C:23]2[N:24]=[C:25]([C:28]3[CH:33]=[CH:32][CH:31]=[CH:30][CH:29]=3)[N:26]=[CH:27][C:22]=2[C:21]=1[OH:20])=[O:8])[CH3:11] |f:0.1|. Procedure details: To a 40 ml. solution of NaOEt (1.0 g. Na-0.042 mole) was added 6.8 g. (0.042 mole) of diethyl malonate and this is stirred 10 minutes, then stripped to dryness. Dimethylformamide was added until a solution formed and to this was added 5.7 g. (0.021 mole) of 1-ethyl-7-phenyl-2H-pyrimido[4,5-d][1,3]oxazine-2,4(1H)-dione and the mixture heated at reflux for 2 hours. The reaction was then cooled and poured into dilute HCl and the resulting precipitate filtered off and rinsed well with water. Recryst... Starting materials: [BH4-], CC(C)C1CC(C(CC2CCCCC2)NC(=O)OCc2ccccc2)OC1=O, C1CCOC1, CCO, CCOCC, [Ca+2], [Cl-], [Cl-], [Na+]. The product is CC(C)C(CO)CC(O)C(CC1CCCCC1)NC(=O)OCc1ccccc1. Reaction SMILES: [BH4-:32].[CH2:1]([c:2]1[cH:3][cH:4][cH:5][cH:6][cH:7]1)[O:8][C:9](=[O:10])[NH:11][CH:12]([CH:13]1[CH2:14][CH:15]([CH:19]([CH3:20])[CH3:21])[C:16](=[O:17])[O:18]1)[CH2:22][CH:23]1[CH2:24][CH2:25][CH2:26][CH2:27][CH2:28]1.[CH2:37]1[O:38][CH2:39][CH2:40][CH2:41]1.[CH3:34][CH2:35][OH:36].[CH3:42][CH2:43][O:44][CH2:45][CH3:46].[Ca+2:30].[Cl-:29].[Cl-:31].[Na+:33]>>[CH2:1]([c:2]1[cH:3][cH:4][cH:5][cH:6][cH:7]1)[O:8][C:9](=[O:10])[NH:11][CH:12]([CH:13]([CH2:14][CH:15]([CH2:16][OH:17])[CH:19]([CH3:20])[CH3:21])[OH:18])[CH2:22][CH:23]1[CH2:24][CH2:25][CH2:26][CH2:27][CH2:28]1.